Dataset: the Open Reaction Database (ORD), a public repository of structured organic reaction records. Task: describe an organic reaction: reactants, conditions, products, and yield Reactants: CS(C)=O, NC1CCC1, Cc1ccc(NC(=O)c2ccnc(Cl)c2)cc1-c1ccc(C(=O)NCC2CC2)cc1. Yields the product Cc1ccc(NC(=O)c2ccnc(NC3CCC3)c2)cc1-c1ccc(C(=O)NCC2CC2)cc1. Reaction SMILES: [CH3:36][S:37]([CH3:38])=[O:39].[CH:31]1([NH2:35])[CH2:32][CH2:33][CH2:34]1.[Cl:1][c:2]1[cH:3][c:4]([C:5](=[O:6])[NH:7][c:8]2[cH:9][c:10](-[c:15]3[cH:16][cH:17][c:18]([C:21](=[O:22])[NH:23][CH2:24][CH:25]4[CH2:26][CH2:27]4)[cH:19][cH:20]3)[c:11]([CH3:14])[cH:12][cH:13]2)[cH:28][cH:29][n:30]1>>[c:2]1([NH:35][CH:31]2[CH2:32][CH2:33][CH2:34]2)[cH:3][c:4]([C:5](=[O:6])[NH:7][c:8]2[cH:9][c:10](-[c:15]3[cH:16][cH:17][c:18]([C:21](=[O:22])[NH:23][CH2:24][CH:25]4[CH2:26][CH2:27]4)[cH:19][cH:20]3)[c:11]([CH3:14])[cH:12][cH:13]2)[cH:28][cH:29][n:30]1. The reactants are CC(C)(C)OC(=O)N1CCCC(c2ccc(Br)cc2)C1, CC(C)(C)P(c1ccccc1-c1ccccc1)C(C)(C)C, CC(=O)[O-], CC(=O)[O-], CC(C)(C)[O-], Cc1ccccc1, NC1CCCCC1, [Na+], [Pd+2]. The product is CC(C)(C)OC(=O)N1CCCC(c2ccc(NC3CCCCC3)cc2)C1. As a reaction SMILES: [C:1]([CH3:2])([CH3:3])([CH3:4])[O:5][C:6](=[O:7])[N:8]1[CH2:9][CH:10]([c:14]2[cH:15][cH:16][c:17]([Br:20])[cH:18][cH:19]2)[CH2:11][CH2:12][CH2:13]1.[C:21]([P:22]([C:23]([CH3:24])([CH3:25])[CH3:26])[c:27]1[cH:28][cH:29][cH:30][cH:31][c:32]1-[c:33]1[cH:34][cH:35][cH:36][cH:37][cH:38]1)([CH3:39])([CH3:40])[CH3:41].[C:62]([O-:63])(=[O:64])[CH3:65].[C:67]([O-:68])(=[O:69])[CH3:70].[CH3:42][C:43]([CH3:44])([O-:45])[CH3:46].[CH3:55][c:56]1[cH:57][cH:58][cH:59][cH:60][cH:61]1.[NH2:48][CH:49]1[CH2:50][CH2:51][CH2:52][CH2:53][CH2:54]1.[Na+:47].[Pd+2:66]>>[C:1]([CH3:2])([CH3:3])([CH3:4])[O:5][C:6](=[O:7])[N:8]1[CH2:9][CH:10]([c:14]2[cH:15][cH:16][c:17]([NH:48][CH:49]3[CH2:50][CH2:51][CH2:52][CH2:53][CH2:54]3)[cH:18][cH:19]2)[CH2:11][CH2:12][CH2:13]1. Starting materials: C([O-])([O-])=O.[Na+].[Na+] (sodium carbonate), [Mg] (magnesium), II (iodine), BrC1=CC(=CC(=C1)F)Cl (1-bromo-3-chloro-5-fluorobenzene), C(=O)(OC(C)(C)C)N1CC(CC1)=O (1-N-boc-3-pyrrolidone). The reagents and catalysts are BrC(C)Br (dibromoethane). Run in O1CCCC1 (tetrahydrofuran), O1CCCC1 (tetrahydrofuran), O1CCCC1 (tetrahydrofuran). The product is ClC=1C=C(C=C(C1)F)C1(CN(CC1)C(=O)OC(C)(C)C)O (TERT-BUTYL 3-(3-CHLORO-5-FLUOROPHENYL)-3-HYDROXYPYRROLIDIN-1-CARBOXYLATE). Yield: 35.2%. Reaction SMILES: [Mg].II.Br[C:5]1[CH:10]=[C:9]([F:11])[CH:8]=[C:7]([Cl:12])[CH:6]=1.[C:13]([N:20]1[CH2:24][CH2:23][C:22](=[O:25])[CH2:21]1)([O:15][C:16]([CH3:19])([CH3:18])[CH3:17])=[O:14].C(=O)([O-])[O-].[Na+].[Na+]>BrC(Br)C.O1CCCC1>[Cl:12][C:7]1[CH:6]=[C:5]([C:22]2([OH:25])[CH2:23][CH2:24][N:20]([C:13]([O:15][C:16]([CH3:18])([CH3:17])[CH3:19])=[O:14])[CH2:21]2)[CH:10]=[C:9]([F:11])[CH:8]=1 |f:4.5.6|. Procedure: To a slurry of magnesium turnings (0.38 g, 14.4 mmol), a small crystal of iodine and a few drops of dibromoethane in dry tetrahydrofuran (30 mL) under nitrogen was added a solution of 1-bromo-3-chloro-5-fluorobenzene (3 g, 14.4 mmol) in dry tetrahydrofuran (30 mL). The mixture was refluxed for 30 min and then cooled to ambient temperature after which a solution of 1-N-boc-3-pyrrolidone (2.9 g, 15.8 mmol) in a small amount of dry tetrahydrofuran was added. The resulting mixture was stirred at amb...